This data is from the Open Reaction Database (ORD), a public repository of structured organic reaction records. The task is: describe an organic reaction: reactants, conditions, products, and yield Starting materials: CI (methyl iodide), [Na] (sodium), N1C=CC2=CC=CC=C12 (indole), [H-].[Na+] (sodium hydride), [Na] (sodium), N1C=CC2=C(C=CC=C12)C=1C=C(C(=O)OC)C=CC1 (methyl 3-(indol-4-yl)benzoate). The solvent is CN(C=O)C (N,N-dimethylformamide), C1(=CC=CC=C1)C (toluene), C1(=CC=CC=C1)C (toluene). Run at temperature 60 celsius, time 4 hour. Yields the product CN1C=CC2=C(C=CC=C12)C=1C=C(C(=O)OC)C=CC1 (methyl 3-(1-methylindol-4-yl)benzoate). As a reaction SMILES: [H-].[Na+].[NH:3]1[C:11]2[C:6](=[C:7]([C:12]3[CH:13]=[C:14]([CH:19]=[CH:20][CH:21]=3)[C:15]([O:17][CH3:18])=[O:16])[CH:8]=[CH:9][CH:10]=2)[CH:5]=[CH:4]1.[Na].N1C2C(=CC=CC=2)C=[CH:24]1.CI>C1(C)C=CC=CC=1.CN(C)C=O>[CH3:24][N:3]1[C:11]2[C:6](=[C:7]([C:12]3[CH:13]=[C:14]([CH:19]=[CH:20][CH:21]=3)[C:15]([O:17][CH3:18])=[O:16])[CH:8]=[CH:9][CH:10]=2)[CH:5]=[CH:4]1 |f:0.1,^1:21|. Reported procedure: To a suspension of sodium hydride (0.20 g) in anhydrous toluene (23 ml) was added a hot solution of methyl 3-(indol-4-yl)benzoate (1.16 g) in toluene (5.8 ml). Since a sodium salt did not form, N,N-dimethylformamide (0.5 ml) was introduced. An evolution of gas occurred with the formation of the orange sodium salt of the indole. After being stirred for 20 minutes methyl iodide was added thereto and the mixture was stirred at 60° C. for four hours. Then the sodium iodide was filtered off and washe... Reactants: C(=O)(OC(C)(C)C)N(C1=NC=C(N=C1)[C@H]1C[C@H](CCC1)OC)C(=O)OC(C)(C)C ((+/−)-N,N-di-Boc-5-((1R,3S)-3-methoxycyclohexyl)pyrazin-2-amine), Cl (HCl). Solvent: C(Cl)Cl (DCM). Reaction conditions: time 8 hour. The product is CO[C@@H]1C[C@@H](CCC1)C=1N=CC(=NC1)N ((+/−)-5-((1R,3S)-3-methoxycyclohexyl)pyrazin-2-amine). Reaction SMILES: C([N:8](C(OC(C)(C)C)=O)[C:9]1[CH:14]=[N:13][C:12]([C@@H:15]2[CH2:20][CH2:19][CH2:18][C@H:17]([O:21][CH3:22])[CH2:16]2)=[CH:11][N:10]=1)(OC(C)(C)C)=O.Cl>C(Cl)Cl>[CH3:22][O:21][C@H:17]1[CH2:18][CH2:19][CH2:20][C@@H:15]([C:12]2[N:13]=[CH:14][C:9]([NH2:8])=[N:10][CH:11]=2)[CH2:16]1. Reported procedure: (+/−)-N,N-di-Boc-5-((1R,3S)-3-methoxycyclohexyl)pyrazin-2-amine (184 mg, 0.452 mmol) in DCM (4. 515 mL) was added HCl (4M in dioxane) (4.515 mL, 18.06 mmol). The reaction mixture was stirred at room temperature overnight. After the volatile material was removed in vacuo, the residue was dissolved in EtOAc. The organic layer was washed by NaHCO3 solution, water and brine, dried over anhydrous Na2SO4, and concentrated affording (+/−)-5-((1R,3S)-3-methoxycyclohexyl)pyrazin-2-amine in quantitative y... Starting materials: NC=1C=CC(=C(C1)[C@]1(N=C(OC[C@@H]1F)N)C)F ((4R,5R)-4-(5-amino-2-fluoro-phenyl)-5-fluoro-4-methyl-5,6-dihydro-4H-[1,3]oxazin-2-ylamine), C1(CC1)C#CC=1C=CC(=NC1)C(=O)O (5-cyclopropylethynyl-pyridine-2-carboxylic acid). Product: NC=1OC[C@@H]([C@@](N1)(C)C=1C=C(C=CC1F)NC(=O)C1=NC=C(C=C1)C#CC1CC1)F (5-Cyclopropylethynyl-pyridine-2-carboxylic acid [3-((4R,5R)-2-amino-5-fluoro-4-methyl-5,6-dihydro-4H-[1,3]oxazin-4-yl)-4-fluoro-phenyl]-amide). Reaction SMILES: [NH2:1][C:2]1[CH:3]=[CH:4][C:5]([F:17])=[C:6]([C@:8]2([CH3:16])[C@@H:13]([F:14])[CH2:12][O:11][C:10]([NH2:15])=[N:9]2)[CH:7]=1.[CH:18]1([C:21]#[C:22][C:23]2[CH:24]=[CH:25][C:26]([C:29](O)=[O:30])=[N:27][CH:28]=2)[CH2:20][CH2:19]1>>[NH2:15][C:10]1[O:11][CH2:12][C@H:13]([F:14])[C@:8]([C:6]2[CH:7]=[C:2]([NH:1][C:29]([C:26]3[CH:25]=[CH:24][C:23]([C:22]#[C:21][CH:18]4[CH2:20][CH2:19]4)=[CH:28][N:27]=3)=[O:30])[CH:3]=[CH:4][C:5]=2[F:17])([CH3:16])[N:9]=1. Procedure details: The condensation of (4R,5R)-4-(5-amino-2-fluoro-phenyl)-5-fluoro-4-methyl-5,6-dihydro-4H-[1,3]oxazin-2-ylamine (intermediate A8.2) and 5-cyclopropylethynyl-pyridine-2-carboxylic acid (CAS 1174322-62-3; WO2009091016) following procedure I yielded the title compound as a white foam. MS (ISP): m/z=411.3 [M+H]+. Reactants: O=C1CCC(=O)N1Br, ClCCl, Cc1cccc(CCCO)c1C, O, c1ccc(P(c2ccccc2)c2ccccc2)cc1. Yields the product Cc1cccc(CCCBr)c1C. As a reaction SMILES: [Br:32][N:33]1[C:34](=[O:35])[CH2:36][CH2:37][C:38]1=[O:39].[CH2:41]([Cl:42])[Cl:43].[CH3:1][c:2]1[c:3]([CH2:9][CH2:10][CH2:11][OH:12])[cH:4][cH:5][cH:6][c:7]1[CH3:8].[OH2:40].[c:13]1([P:14]([c:15]2[cH:16][cH:17][cH:18][cH:19][cH:20]2)[c:21]2[cH:22][cH:23][cH:24][cH:25][cH:26]2)[cH:27][cH:28][cH:29][cH:30][cH:31]1>>[CH3:1][c:2]1[c:3]([CH2:9][CH2:10][CH2:11][Br:32])[cH:4][cH:5][cH:6][c:7]1[CH3:8]. The reactants are C(C)(C)(C)OC(=O)N1CCC(CC1)O (4-hydroxy-piperidine-1-carboxylic acid tert-butyl ester), [N+](=[N-])=CC(=O)OCC (ethyl diazoacetate). Reagents/catalysts: C(C)(=O)[O-].[Rh+2].C(C)(=O)[O-] (rhodium(II)acetate). Solvent: ClC(C)Cl (dichloroethane), ClC(C)Cl (dichloroethane). Reaction conditions: time 7 hour. Yields the product C(C)(C)(C)OC(=O)N1CCC(CC1)OCC(=O)OCC (4-(ethoxycarbonylmethoxy)piperidine-1-carboxylic acid tert-butylester). Isolated yield 47.3%. Reaction SMILES: [C:1]([O:5][C:6]([N:8]1[CH2:13][CH2:12][CH:11]([OH:14])[CH2:10][CH2:9]1)=[O:7])([CH3:4])([CH3:3])[CH3:2].[N+](=[CH:17][C:18]([O:20][CH2:21][CH3:22])=[O:19])=[N-]>ClC(Cl)C.C([O-])(=O)C.[Rh+2].C([O-])(=O)C>[C:1]([O:5][C:6]([N:8]1[CH2:13][CH2:12][CH:11]([O:14][CH2:17][C:18]([O:20][CH2:21][CH3:22])=[O:19])[CH2:10][CH2:9]1)=[O:7])([CH3:4])([CH3:2])[CH3:3] |f:3.4.5|. Procedure: To a solution of 4-hydroxy-piperidine-1-carboxylic acid tert-butyl ester (5.0 g, 25 mmol) and rhodium(II)acetate (180 mg) in 500 ml dichloroethane at 80° C. was added (over 90 min) ethyl diazoacetate (4.2 ml, 50 mmol) in 220 ml dichloroethane. The mixture was stirred for 7 h and quenched with aqueous sodium bicarbonate (2×100 ml). The organic phase was isolated and washed with brine (2×100 ml), dried over magnesium sulfate and concentrated in vacuo. The crude product was chromatographed on silic...